Dataset: the Open Reaction Database (ORD), a public repository of structured organic reaction records. Task: describe an organic reaction: reactants, conditions, products, and yield Reactants: CN(C)c1ccc(C(c2ccc(N(C)C)cc2)c2ccc(N(C)C)cc2C(=O)O)cc1, [Co], [Na+], [Na+], O=C([O-])[O-], O=S(=O)(O)c1ccc(O)c(N=Nc2c(O)ccc3ccccc23)c1. Product: CN(C)c1ccc(C2(c3ccc(N(C)C)cc3)OC(=O)c3cc(N(C)C)ccc32)cc1. RXN SMILES: [CH3:7][N:8]([c:9]1[cH:10][cH:11][c:12]([CH:13]([c:14]2[cH:15][cH:16][c:17]([N:20]([CH3:21])[CH3:22])[cH:18][cH:19]2)[c:23]2[c:24]([C:25](=[O:26])[OH:27])[cH:28][c:29]([N:32]([CH3:33])[CH3:34])[cH:30][cH:31]2)[cH:35][cH:36]1)[CH3:37].[Co:62].[Na+:1].[Na+:2].[O-:3][C:4](=[O:5])[O-:6].[OH:38][c:39]1[cH:40][cH:41][c:42]2[c:43]([cH:44][cH:45][cH:46][cH:47]2)[c:48]1[N:49]=[N:50][c:51]1[cH:52][c:53]([S:54]([OH:55])(=[O:56])=[O:57])[cH:58][cH:59][c:60]1[OH:61]>>[CH3:7][N:8]([c:9]1[cH:10][cH:11][c:12]([C:13]2([c:14]3[cH:15][cH:16][c:17]([N:20]([CH3:21])[CH3:22])[cH:18][cH:19]3)[c:23]3[c:24]([cH:28][c:29]([N:32]([CH3:33])[CH3:34])[cH:30][cH:31]3)[C:25](=[O:27])[O:26]2)[cH:35][cH:36]1)[CH3:37].